This data is from the Open Reaction Database (ORD), a public repository of structured organic reaction records. The task is: describe an organic reaction: reactants, conditions, products, and yield The reactants are C(N)(=O)[C@@H]1C([C@@H](C1)NC(OCC1=CC=CC=C1)=O)(C)C (benzyl ((1R,3S)-3-carbamoyl-2,2-dimethylcyclobutyl)carbamate), COC(N(C)C)OC (N,N-dimethylformamide dimethyl acetal). Run at temperature 120 celsius, time 8 hour. The product is CN(C)\C=N\C(=O)[C@@H]1C([C@@H](C1)NC(OCC1=CC=CC=C1)=O)(C)C (Benzyl ((1R,3S)-3-((E)-((dimethylamino)methylene)carbamoyl)-2,2-dimethylcyclobutyl)carbamate). RXN SMILES: [C:1]([C@H:4]1[CH2:7][C@@H:6]([NH:8][C:9](=[O:18])[O:10][CH2:11][C:12]2[CH:17]=[CH:16][CH:15]=[CH:14][CH:13]=2)[C:5]1([CH3:20])[CH3:19])(=[O:3])[NH2:2].CO[CH:23](OC)[N:24]([CH3:26])[CH3:25]>>[CH3:23][N:24](/[CH:26]=[N:2]/[C:1]([C@H:4]1[CH2:7][C@@H:6]([NH:8][C:9](=[O:18])[O:10][CH2:11][C:12]2[CH:13]=[CH:14][CH:15]=[CH:16][CH:17]=2)[C:5]1([CH3:20])[CH3:19])=[O:3])[CH3:25]. Reported procedure: A mixture of benzyl ((1R,3S)-3-carbamoyl-2,2-dimethylcyclobutyl)carbamate (638 mg, 2.30 mmol) in N,N-dimethylformamide dimethyl acetal (13 mL) was stirred at 120° C. overnight. The reaction mixture was concentrated at 50° C. in vacuo to give the crude product (850 mg) as a yellow oil, which was used directly in the next step without further purification. MS (ESI) m/z 332.2 [M+H]+.